Task: describe an organic reaction: reactants, conditions, products, and yield. Dataset: the Open Reaction Database (ORD), a public repository of structured organic reaction records Reactants: CSC1=NCCS1, COCCO, CC(=O)Nc1nc(C=Cc2ccc(N)cc2)cs1. Yields the product CC(=O)Nc1nc(C=Cc2ccc(NC3=NCCS3)cc2)cs1. As a reaction SMILES: [CH3:19][S:20][C:21]1=[N:25][CH2:24][CH2:23][S:22]1.[CH3:26][O:27][CH2:28][CH2:29][OH:30].[NH2:1][c:2]1[cH:3][cH:4][c:5]([CH:8]=[CH:9][c:10]2[n:11][c:12]([NH:15][C:16]([CH3:17])=[O:18])[s:13][cH:14]2)[cH:6][cH:7]1>>[NH:1]([c:2]1[cH:3][cH:4][c:5]([CH:8]=[CH:9][c:10]2[n:11][c:12]([NH:15][C:16]([CH3:17])=[O:18])[s:13][cH:14]2)[cH:6][cH:7]1)[C:21]1=[N:25][CH2:24][CH2:23][S:22]1.